Dataset: the Open Reaction Database (ORD), a public repository of structured organic reaction records. Task: describe an organic reaction: reactants, conditions, products, and yield Reactants: BrCCC1CCCCC1, Cn1nnnc1C(=NOCc1cccc(NC(=O)OC(C)(C)C)n1)c1ccccc1, CCOC(C)=O, [H-], [Na+], CN(C)C=O, O. Product: Cn1nnnc1C(=NOCc1cccc(N(CCC2CCCCC2)C(=O)OC(C)(C)C)n1)c1ccccc1. As a reaction SMILES: [Br:33][CH2:34][CH2:35][CH:36]1[CH2:37][CH2:38][CH2:39][CH2:40][CH2:41]1.[CH3:1][n:2]1[n:3][n:4][n:5][c:6]1[C:7]([c:8]1[cH:9][cH:10][cH:11][cH:12][cH:13]1)=[N:14][O:15][CH2:16][c:17]1[cH:18][cH:19][cH:20][c:21]([NH:23][C:24]([O:25][C:26]([CH3:27])([CH3:28])[CH3:29])=[O:30])[n:22]1.[CH3:48][CH2:49][O:50][C:51]([CH3:52])=[O:53].[H-:32].[Na+:31].[O:43]=[CH:44][N:45]([CH3:46])[CH3:47].[OH2:42]>>[CH3:1][n:2]1[n:3][n:4][n:5][c:6]1[C:7]([c:8]1[cH:9][cH:10][cH:11][cH:12][cH:13]1)=[N:14][O:15][CH2:16][c:17]1[cH:18][cH:19][cH:20][c:21]([N:23]([C:24]([O:25][C:26]([CH3:27])([CH3:28])[CH3:29])=[O:30])[CH2:34][CH2:35][CH:36]2[CH2:37][CH2:38][CH2:39][CH2:40][CH2:41]2)[n:22]1. Reactants: NC1=NNC=N1 (3-amino-1,2,4-triazole), Cl (HCl), C1(CCCC1)OC=1C=C(C=O)C=CC1OC (3-cyclopentyloxy-4-methoxybenzaldehyde), C(#N)[BH3-].[Na+] (sodium cyanoborohydride). The solvent is CO (methanol). Yields the product C1(CCCC1)OC=1C=C(CNC2=NNC=N2)C=CC1OC (3-(3-Cyclopentyloxy-4-methoxybenzylamino)-1,2,4-triazole). RXN SMILES: [NH2:1][C:2]1[N:6]=[CH:5][NH:4][N:3]=1.Cl.[CH:8]1([O:13][C:14]2[CH:15]=[C:16]([CH:19]=[CH:20][C:21]=2[O:22][CH3:23])[CH:17]=O)[CH2:12][CH2:11][CH2:10][CH2:9]1.C([BH3-])#N.[Na+]>CO>[CH:8]1([O:13][C:14]2[CH:15]=[C:16]([CH:19]=[CH:20][C:21]=2[O:22][CH3:23])[CH2:17][NH:1][C:2]2[N:6]=[CH:5][NH:4][N:3]=2)[CH2:9][CH2:10][CH2:11][CH2:12]1 |f:3.4|. Procedure details: To a stirred solution of 3-amino-1,2,4-triazole (1.5 g, 0.018 mol), 7.5 ml of 1N HCl, and 50 ml of methanol was added 3-cyclopentyloxy-4-methoxybenzaldehyde (3.3 g, 0.015 mol) and sodium cyanoborohydride (0.945 g, 0.015 mol). A precipitate formed slowly and after 20 hours the precipitate was filtered and recrystallized from methanol (135 ml) to give 1.0 g (0.0034 mol. 23%) of the title compound, mp 203-204° C. The reactants are NC1=C(C=C(C(=CC(=O)O)C2=CC=CC=C2)C=C1Cl)Cl (4-amino-3,5-dichloro-β-phenyl-cinnamic acid), ClC(=O)OCC (ethyl chloroformate), N1CCOCC1 (morpholine). Run in C(C)N(CC)CC (triethylamine). The product is NC1=C(C=C(C(=CC(=O)N2CCOCC2)C2=CC=CC=C2)C=C1Cl)Cl (4-Amino-3,5-dichloro-β-phenyl-cinnamic acid morpholide). Reaction SMILES: [NH2:1][C:2]1[C:18]([Cl:19])=[CH:17][C:5]([C:6]([C:11]2[CH:16]=[CH:15][CH:14]=[CH:13][CH:12]=2)=[CH:7][C:8]([OH:10])=O)=[CH:4][C:3]=1[Cl:20].ClC(OCC)=O.[NH:27]1[CH2:32][CH2:31][O:30][CH2:29][CH2:28]1>C(N(CC)CC)C>[NH2:1][C:2]1[C:3]([Cl:20])=[CH:4][C:5]([C:6]([C:11]2[CH:16]=[CH:15][CH:14]=[CH:13][CH:12]=2)=[CH:7][C:8]([N:27]2[CH2:32][CH2:31][O:30][CH2:29][CH2:28]2)=[O:10])=[CH:17][C:18]=1[Cl:19]. Procedure details: This compound was prepared from 4-amino-3,5-dichloro-β-phenyl-cinnamic acid (isomer ratio A:B=1.5:1), ethyl chloroformate, triethylamine and morpholine analogous to Example 1(c).